From a dataset of the Open Reaction Database (ORD), a public repository of structured organic reaction records. describe an organic reaction: reactants, conditions, products, and yield The reactants are O (Water), C=1C=CC2=C(C1)C(=NS2)N3CCN(CC3)CCC=4C=C5C(=CC4Cl)NC(=O)C5 (Ziprasidone), C(C)(=O)O (acetic acid), Cl (hydrochloric acid). Run in C(C)(C)O (Isopropanol). Conditions: temperature 47.5 celsius. Product: C=1C=CC2=C(C1)C(=NS2)N3CCN(CC3)CCC=4C=C5C(=CC4Cl)NC(=O)C5.Cl (Ziprasidone Hydrochloride). Reaction SMILES: [CH:1]1[CH:2]=[CH:3][C:4]2[S:9][N:8]=[C:7]([N:10]3[CH2:15][CH2:14][N:13]([CH2:16][CH2:17][C:18]4[CH:19]=[C:20]5[CH2:28][C:26](=[O:27])[NH:25][C:21]5=[CH:22][C:23]=4[Cl:24])[CH2:12][CH2:11]3)[C:5]=2[CH:6]=1.C(O)(=O)C.[ClH:33].O>C(O)(C)C>[CH:1]1[CH:2]=[CH:3][C:4]2[S:9][N:8]=[C:7]([N:10]3[CH2:11][CH2:12][N:13]([CH2:16][CH2:17][C:18]4[CH:19]=[C:20]5[CH2:28][C:26](=[O:27])[NH:25][C:21]5=[CH:22][C:23]=4[Cl:24])[CH2:14][CH2:15]3)[C:5]=2[CH:6]=1.[ClH:33] |f:5.6|. Procedure: Ziprasidone (5 g) and 50 mL of acetic acid were placed into a round bottom flask and heated to 45-50° C. Added was 25 mL of aqueous hydrochloric acid slowly to the mixture over 20 min. Then the reaction mixture was refluxed. Water (10 mL) was added, followed by addition of 50 mL of Isopropanol. The reaction mass was cooled to 50° C. and distilled off the solvent completely under vacuum. The material formed was scratched from the flask. The reactants are [N+](=O)([O-])C=1C=C(C=CC1)NC1=C(C=O)C=CC=N1 (2-(3-nitrophenylamino)nicotinaldehyde), N1=CC(=CC=C1)CCCCCC(=O)OC (methyl 6-(pyridin-3-yl)hexanoate), [Li+].CC(C)[N-]C(C)C (LDA). The solvent is CN(C)C=O (DMF). Product: [N+](=O)([O-])C=1C=C(C=CC1)N1C(C(=CC2=CC=CN=C12)CCCCC=1C=NC=CC1)=O (1-(3-nitrophenyl)-3-[4-(pyridin-3-yl)butyl]-1,8-naphthyridin-2(1H)-one). Reaction SMILES: [N+:1]([C:4]1[CH:5]=[C:6]([NH:10][C:11]2[N:18]=[CH:17][CH:16]=[CH:15][C:12]=2[CH:13]=O)[CH:7]=[CH:8][CH:9]=1)([O-:3])=[O:2].[N:19]1[CH:24]=[CH:23][CH:22]=[C:21]([CH2:25][CH2:26][CH2:27][CH2:28][CH2:29][C:30](OC)=[O:31])[CH:20]=1.[Li+].CC([N-]C(C)C)C>CN(C=O)C>[N+:1]([C:4]1[CH:5]=[C:6]([N:10]2[C:11]3[C:12](=[CH:15][CH:16]=[CH:17][N:18]=3)[CH:13]=[C:29]([CH2:28][CH2:27][CH2:26][CH2:25][C:21]3[CH:20]=[N:19][CH:24]=[CH:23][CH:22]=3)[C:30]2=[O:31])[CH:7]=[CH:8][CH:9]=1)([O-:3])=[O:2] |f:2.3|. Procedure: The procedure of Example 1 was repeated using 2-(3-nitrophenylamino)nicotinaldehyde (1.0 eq.), methyl 6-(pyridin-3-yl)hexanoate (2.0 eq., prepared in Synthetic Example 12) and LDA (2.0 eq.) to obtain 1-(3-nitrophenyl)-3-[4-(pyridin-3-yl)butyl]-1,8-naphthyridin-2(1H)-one, mp 184.4 to 185.2° C./DMF, wherein the product was purified through silica gel column chromatography and recrystallization. Starting materials: COC(=O)C1=CC=C(C2=C1C=1C(=NC=CC1O2)Cl)OC(F)F (Methyl-1-chloro-6-difluoromethyloxybenzo[4,5]furo[3,2-c]pyridine-9-carboxylate), [OH-].[NH4+] (ammonium hydroxide), [H][H] (hydrogen). Reagents/catalysts: [Pd] (Pd/C). The solvent is CO (methanol), CN(C=O)C (dimethylformamide), O (water). The product is COC(=O)C1=CC=C(C2=C1C=1C=NC=CC1O2)OC(F)F (Methyl-6-difluoromethyloxybenzo[4,5]furo[3,2-c]pyridine-9-carboxylate). RXN SMILES: [CH3:1][O:2][C:3]([C:5]1[C:10]2[C:11]3[C:12](Cl)=[N:13][CH:14]=[CH:15][C:16]=3[O:17][C:9]=2[C:8]([O:19][CH:20]([F:22])[F:21])=[CH:7][CH:6]=1)=[O:4].[OH-].[NH4+].[H][H]>CO.CN(C)C=O.O.[Pd]>[CH3:1][O:2][C:3]([C:5]1[C:10]2[C:11]3[CH:12]=[N:13][CH:14]=[CH:15][C:16]=3[O:17][C:9]=2[C:8]([O:19][CH:20]([F:22])[F:21])=[CH:7][CH:6]=1)=[O:4] |f:1.2|. Procedure details: A mixture of Methyl-1-chloro-6-difluoromethyloxybenzo[4,5]furo[3,2-c]pyridine-9-carboxylate (8.0 g), ammonium hydroxide (2.0 mL) and 10% Pd/C (4.0 g) in a mixture of methanol (100 mL) and dimethylformamide (5.0 mL) was hydrogenated in a Parr apparatus at 40-45 psi of hydrogen for 5-6 hrs. catalyst was removed by filtration and residue obtained was diluted with water. The solid product obtained was filtered and dried. Yield=6.5 g. Starting materials: [OH-].[Na+] (NaOH), C[C@@H]1N(CCCC1)C1=C(C=C(C#N)C=C1)C(F)(F)F (4-[(2S)-2-methylpiperidin-1-yl]-3-(trifluoromethyl)benzonitrile), CO (MeOH), Cl (HCl). The solvent is O (water). Reaction conditions: temperature 100 celsius. Yields the product C[C@@H]1N(CCCC1)C1=C(C=C(C(=O)O)C=C1)C(F)(F)F (4-[(2S)-2-methylpiperidin-1-yl]-3-(trifluoromethyl)benzoic acid). As a reaction SMILES: [CH3:1][C@H:2]1[CH2:7][CH2:6][CH2:5][CH2:4][N:3]1[C:8]1[CH:15]=[CH:14][C:11]([C:12]#N)=[CH:10][C:9]=1[C:16]([F:19])([F:18])[F:17].[OH-:20].[Na+].Cl.C[OH:24]>O>[CH3:1][C@H:2]1[CH2:7][CH2:6][CH2:5][CH2:4][N:3]1[C:8]1[CH:15]=[CH:14][C:11]([C:12]([OH:24])=[O:20])=[CH:10][C:9]=1[C:16]([F:19])([F:18])[F:17] |f:1.2|. Reported procedure: 4-[(2S)-2-methylpiperidin-1-yl]-3-(trifluoromethyl)benzonitrile (1.40 g; 5.22 mmol; 1 eq.) was dissolved in MeOH (7 mL) to which was added NaOH (5 N solution in water, 7 mL). The reaction mixture was heated to 100° C. for 7 hours. The reaction mixture was acidified to pH 2 with 5N HCl solution in water. The resulting precipitate was filtered and washed with water to give a light brown solid. It was recrystallized from Et2O/cHex to give a beige solid (851 mg; 57% over 2 steps). 1H NMR (DMSO-d6) δ... Starting materials: C(C)(C)(C)OC(NC=1N(C(C(=C2C(N(CCC12)CC1=CC(=C(C=C1)F)Cl)=O)OC)=O)C)=O (tert-butyl-[6-(3-chloro-4-fluorobenzyl)-4-methoxy-2-methyl-3,5-dioxo-2,3,5,6,7,8-hexahydro-2,6-naphthyridin-1-yl]carbamate), [H-].[Na+] (sodium hydride), CS(=O)(=O)Cl (Methanesulfonyl chloride). Solvent: CN(C)C=O (DMF). Run at temperature 0 celsius, time 30 minute. Yields the product C(C)(C)(C)OC(N(S(=O)(=O)C)C=1N(C(C(=C2C(N(CCC12)CC1=CC(=C(C=C1)F)Cl)=O)OC)=O)C)=O (tert-butyl-[6-(3-chloro-4-fluorobenzyl)-4-methoxy-2-methyl-3,5-dioxo-2,3,5,6,7,8-hexahydro-2,6-naphthyridin-1-yl](methylsulfonyl)carbamate). Reaction SMILES: [C:1]([O:5][C:6](=[O:32])[NH:7][C:8]1[N:9]([CH3:31])[C:10](=[O:30])[C:11]([O:28][CH3:29])=[C:12]2[C:17]=1[CH2:16][CH2:15][N:14]([CH2:18][C:19]1[CH:24]=[CH:23][C:22]([F:25])=[C:21]([Cl:26])[CH:20]=1)[C:13]2=[O:27])([CH3:4])([CH3:3])[CH3:2].[H-].[Na+].[CH3:35][S:36](Cl)(=[O:38])=[O:37]>CN(C=O)C>[C:1]([O:5][C:6](=[O:32])[N:7]([C:8]1[N:9]([CH3:31])[C:10](=[O:30])[C:11]([O:28][CH3:29])=[C:12]2[C:17]=1[CH2:16][CH2:15][N:14]([CH2:18][C:19]1[CH:24]=[CH:23][C:22]([F:25])=[C:21]([Cl:26])[CH:20]=1)[C:13]2=[O:27])[S:36]([CH3:35])(=[O:38])=[O:37])([CH3:4])([CH3:3])[CH3:2] |f:1.2|. Procedure details: A mixture of tert-butyl-[6-(3-chloro-4-fluorobenzyl)-4-methoxy-2-methyl-3,5-dioxo-2,3,5,6,7,8-hexahydro-2,6-naphthyridin-1-yl]carbamate (0.49 g, 1.07 mol) and sodium hydride (54 mg, 1.34 mmol; 60% dispersion in oil) in anhydrous DMF (6 mL) was stirred at 0° C. for 30 minutes. Methanesulfonyl chloride (0.18 g, 1.61 mmol) was added, and the mixture was allowed to warm up slowly to room temperature. The reaction mixture was quenched with aqueous acid and diluted with dichloromethane. The organic ex... Run in ClCCl (dichloromethane). Starting materials: C([O-])([O-])=O.[K+].[K+] (potassium carbonate), ClC1=CC=C(C=C1)NC(C)C=1C=NC=CC1 (3-[1-(4-chlorophenylamino)ethyl]pyridine), C1(=CC=CC=C1)S(=O)(=O)Cl (benzenesulfonyl chloride). The product is ClC1=CC=C(C=C1)N(S(=O)(=O)C1=CC=CC=C1)C(C)C=1C=NC=CC1 (N-(4-chlorophenyl)-N-[1-(pyridin-3-yl)ethyl]benzenesulfonamide). Conditions: time 1 day. As a reaction SMILES: [Cl:1][C:2]1[CH:7]=[CH:6][C:5]([NH:8][CH:9]([C:11]2[CH:12]=[N:13][CH:14]=[CH:15][CH:16]=2)[CH3:10])=[CH:4][CH:3]=1.C(=O)([O-])[O-].[K+].[K+].[C:23]1([S:29](Cl)(=[O:31])=[O:30])[CH:28]=[CH:27][CH:26]=[CH:25][CH:24]=1>ClCCl>[Cl:1][C:2]1[CH:7]=[CH:6][C:5]([N:8]([CH:9]([C:11]2[CH:12]=[N:13][CH:14]=[CH:15][CH:16]=2)[CH3:10])[S:29]([C:23]2[CH:28]=[CH:27][CH:26]=[CH:25][CH:24]=2)(=[O:31])=[O:30])=[CH:4][CH:3]=1 |f:1.2.3|. Procedure details: A 3.5 g. portion of 3-[1-(4-chlorophenylamino)ethyl]pyridine was dissolved in dichloromethane, and 2.7 g. of potassium carbonate and 2.55 ml. of benzenesulfonyl chloride were added. The mixture was stirred at ambient temperature for 1 day, and was then diluted with 10 ml. of dichloromethane and extracted with 20 ml. of aqueous sodium bicarbonate and 20 ml. of water. The organic layer was dried over magnesium sulfate and evaporated under vacuum to an oil. The oil was dissolved in diethyl ether, a...